From a dataset of the Open Reaction Database (ORD), a public repository of structured organic reaction records. describe an organic reaction: reactants, conditions, products, and yield Reaction SMILES: [CH3:17][S:18](=[O:19])(=[O:20])[N:21]([c:22]1[c:23](-[c:28]2[cH:29][cH:30][c:31]3[cH:32][n:33][c:34]([O:37][S:38]([C:39]([F:40])([F:41])[F:42])(=[O:43])=[O:44])[n:35][n:36]23)[cH:24][cH:25][cH:26][cH:27]1)[CH3:45].[Cl:1][c:2]1[c:3]([O:9][CH2:10][CH:11]2[N:12]([CH3:16])[CH2:13][CH2:14][CH2:15]2)[cH:4][c:5]([NH2:8])[cH:6][cH:7]1>>[Cl:1][c:2]1[c:3]([O:9][CH2:10][CH:11]2[N:12]([CH3:16])[CH2:13][CH2:14][CH2:15]2)[cH:4][c:5]([NH:8][c:34]2[n:33][cH:32][c:31]3[cH:30][cH:29][c:28](-[c:23]4[c:22]([N:21]([S:18]([CH3:17])(=[O:19])=[O:20])[CH3:45])[cH:27][cH:26][cH:25][cH:24]4)[n:36]3[n:35]2)[cH:6][cH:7]1. Reactants: CN(c1ccccc1-c1ccc2cnc(OS(=O)(=O)C(F)(F)F)nn12)S(C)(=O)=O, CN1CCCC1COc1cc(N)ccc1Cl. Yields the product CN1CCCC1COc1cc(Nc2ncc3ccc(-c4ccccc4N(C)S(C)(=O)=O)n3n2)ccc1Cl. Reactants: CSc1nnc(S)s1, N#Cc1nccnc1Cl, [H-], [Na+], CN(C)C=O, c1ccccc1. Yields the product CSc1nnc(Sc2nccnc2C#N)s1. Reaction SMILES: [CH3:1][S:2][c:3]1[n:4][n:5][c:6]([SH:8])[s:7]1.[Cl:11][c:12]1[c:13]([C:18]#[N:19])[n:14][cH:15][cH:16][n:17]1.[H-:10].[Na+:9].[O:20]=[CH:21][N:22]([CH3:23])[CH3:24].[cH:25]1[cH:26][cH:27][cH:28][cH:29][cH:30]1>>[CH3:1][S:2][c:3]1[n:4][n:5][c:6]([S:8][c:12]2[c:13]([C:18]#[N:19])[n:14][cH:15][cH:16][n:17]2)[s:7]1. The reactants are CCOC(=O)/N=N/C(=O)OCC (Diethylazodicarboxylate), COC([C@@H](NC(C(F)(F)F)=O)CC1=CC(=C(C(=C1)I)O)I)=O (N-trifluoroacetyl-3,5-diiodo-L-tyrosine methyl ester), OC1=CC=C(OC2=CC=C(CO)C=C2)C=C1 (4-(4-hydroxyphenoxy)benzylalcohol), C1(=CC=CC=C1)P(C1=CC=CC=C1)C1=CC=CC=C1 (triphenylphosphine). The solvent is O1CCCC1 (tetrahydrofuran). Run at time 1.5 hour. Product: COC([C@@H](NC(C(F)(F)F)=O)CC1=CC(=C(C(=C1)I)OCC1=CC=C(C=C1)OC1=CC=C(C=C1)O)I)=O (N-trifluoroacetyl-O-[4-(4-hydroxy-phenoxy)benzyl]-3,5-diiodo-L-tyrosine methyl ester). The yield is 75.5%. Reaction SMILES: CCOC(/N=N/C(OCC)=O)=O.[CH3:13][O:14][C:15](=[O:34])[C@H:16]([CH2:24][C:25]1[CH:30]=[C:29]([I:31])[C:28]([OH:32])=[C:27]([I:33])[CH:26]=1)[NH:17][C:18](=[O:23])[C:19]([F:22])([F:21])[F:20].[OH:35][C:36]1[CH:50]=[CH:49][C:39]([O:40][C:41]2[CH:48]=[CH:47][C:44]([CH2:45]O)=[CH:43][CH:42]=2)=[CH:38][CH:37]=1.C1(P(C2C=CC=CC=2)C2C=CC=CC=2)C=CC=CC=1>O1CCCC1>[CH3:13][O:14][C:15](=[O:34])[C@H:16]([CH2:24][C:25]1[CH:26]=[C:27]([I:33])[C:28]([O:32][CH2:45][C:44]2[CH:47]=[CH:48][C:41]([O:40][C:39]3[CH:49]=[CH:50][C:36]([OH:35])=[CH:37][CH:38]=3)=[CH:42][CH:43]=2)=[C:29]([I:31])[CH:30]=1)[NH:17][C:18](=[O:23])[C:19]([F:22])([F:20])[F:21]. Reported procedure: Diethylazodicarboxylate (40% toluene solution 0.55 ml) was added dropwise to a solution of N-trifluoroacetyl-3,5-diiodo-L-tyrosine methyl ester (272 mg, 0.5 mmol), 4-(4-hydroxyphenoxy)benzylalcohol (119 mg, 0.55 mmol) and triphenylphosphine (328 mg, 1.25 mmol) in tetrahydrofuran (5 ml) under argon atmosphere at −15° C., and the mixture was stirred at the same temperature for 1.5 hrs. The solvent of the reaction mixture was distilled off under reduced pressure. The residue was purified by column ... Reactants: BrC=1C(=C(C=CC1)Cl)Cl (monobromodichlorobenzene), [OH-].[K+] (potassium hydroxide), ClC=1C(=C(C=CC1)Cl)Cl (trichlorobenzene), C(CS)(=O)O (thioglycolic acid). The product is ClC1=C(C=C(C=C1)Cl)C(C(=O)O)S (2,5-dichlorophenylthioglycolic acid). RXN SMILES: Br[C:2]1[C:3]([Cl:9])=[C:4](Cl)[CH:5]=[CH:6][CH:7]=1.[Cl:10]C1C(Cl)=C(Cl)C=CC=1.[C:19]([OH:23])(=[O:22])[CH2:20][SH:21].[OH-].[K+]>>[Cl:9][C:3]1[CH:4]=[CH:5][C:6]([Cl:10])=[CH:7][C:2]=1[CH:20]([SH:21])[C:19]([OH:23])=[O:22] |f:3.4|. Procedure: Using the combinations of monobromodichlorobenzene or trichlorobenzene, thioglycolic acid, potassium hydroxide and solvent listed in Table 2, the reaction was carried out in the same manner as in Example 8 or 9 to yield 2,5-dichlorophenylthioglycolic acid. The results are given in Table 2. Reactants: CN(C)C=O, ICI, O=C(c1cc(Cl)ccc1O)c1cc(Cl)ccc1O. The product is O=C1c2cc(Cl)ccc2OCOc2ccc(Cl)cc21. Reaction SMILES: [CH3:22][N:23]([CH3:24])[CH:25]=[O:26].[I:19][CH2:20][I:21].[OH:1][c:2]1[c:3]([C:4](=[O:5])[c:6]2[c:7]([OH:13])[cH:8][cH:9][c:10]([Cl:12])[cH:11]2)[cH:14][c:15]([Cl:18])[cH:16][cH:17]1>>[O:1]1[c:2]2[c:3]([cH:14][c:15]([Cl:18])[cH:16][cH:17]2)[C:4](=[O:5])[c:6]2[c:7]([cH:8][cH:9][c:10]([Cl:12])[cH:11]2)[O:13][CH2:20]1.